Dataset: the Open Reaction Database (ORD), a public repository of structured organic reaction records. Task: describe an organic reaction: reactants, conditions, products, and yield Reactants: COC1=CC2=C(CC(N(CC2)CCCCl)=O)C=C1OC (3-(7,8-dimethoxy-1,3,4,5-tetrahydro-2H-3-benzazepin-2-on-3-yl)-1-chloropropane), CN(C1=CC=C(C=C1)OCCCNC)C (N-[3-(4-dimethylaminophenyloxy)-propyl]-methylamine). Run in C(C)N(CC)CC (triethylamine). The product is COC1=CC2=C(CC(N(CC2)CCCN(CCCOC2=CC=C(C=C2)N(C)C)C)=O)C=C1OC (N-[3-(7,8-Dimethoxy-1,3,4,5-tetrahydro-2H-3-benzazepin-2-on-3-yl)-propyl]-N-[3-(4-dimethylaminophenyloxy)-propyl]-methylamine). As a reaction SMILES: [CH3:1][O:2][C:3]1[C:18]([O:19][CH3:20])=[CH:17][C:6]2[CH2:7][C:8](=[O:16])[N:9]([CH2:12][CH2:13][CH2:14]Cl)[CH2:10][CH2:11][C:5]=2[CH:4]=1.[CH3:21][N:22]([CH3:35])[C:23]1[CH:28]=[CH:27][C:26]([O:29][CH2:30][CH2:31][CH2:32][NH:33][CH3:34])=[CH:25][CH:24]=1>C(N(CC)CC)C>[CH3:1][O:2][C:3]1[C:18]([O:19][CH3:20])=[CH:17][C:6]2[CH2:7][C:8](=[O:16])[N:9]([CH2:12][CH2:13][CH2:14][N:33]([CH3:34])[CH2:32][CH2:31][CH2:30][O:29][C:26]3[CH:25]=[CH:24][C:23]([N:22]([CH3:21])[CH3:35])=[CH:28][CH:27]=3)[CH2:10][CH2:11][C:5]=2[CH:4]=1. Reported procedure: The title compound is prepared from [3-(7,8-dimethoxy-1,3,4,5-tetrahydro-2H-3-benzazepin-2-on-3-yl)-1-chloropropane, N-[3-(4-dimethylaminophenyloxy)-propyl]-methylamine and triethylamine analogously to Example 6. Reactants: FC(S(=O)(=O)OC1=CC(=C2OC=3C=CC(=CC3C3(C2=C1)COCC(=N3)N)C=3C(=NC=CC3)F)F)(F)F (5-amino-5′-fluoro-2′-(2-fluoropyridin-3-yl)-2,6-dihydrospiro[[1,4]oxazine-3,9′-xanthene]-7′-yl trifluoromethanesulfonate), FC1=NC=CC(=C1)B(O)O (2-fluoropyridin-4-ylboronic acid), C([O-])([O-])=O.[K+].[K+] (potassium carbonate). Reagents/catalysts: C1=CC=C(C=C1)P([C-]2C=CC=C2)C3=CC=CC=C3.C1=CC=C(C=C1)P([C-]2C=CC=C2)C3=CC=CC=C3.Cl[Pd]Cl.[Fe+2].C(Cl)Cl (PdCl2(dppf) DCM). Solvent: O1CCOCC1 (dioxane). Conditions: temperature 85 celsius. The product is FC1=CC(=CC=2C3(C4=CC(=CC=C4OC12)C=1C(=NC=CC1)F)COCC(=N3)N)C3=CC(=NC=C3)F (4′-fluoro-7′-(2-fluoropyridin-3-yl)-2′-(2-fluoropyridin-4-yl)-2,6-dihydrospiro[[1,4]oxazine-3,9′-xanthen]-5-amine). The yield is 84.9%. RXN SMILES: FC(F)(F)S(O[C:7]1[CH:20]=[C:19]2[C:10]([O:11][C:12]3[CH:13]=[CH:14][C:15]([C:27]4[C:28]([F:33])=[N:29][CH:30]=[CH:31][CH:32]=4)=[CH:16][C:17]=3[C:18]32[N:25]=[C:24]([NH2:26])[CH2:23][O:22][CH2:21]3)=[C:9]([F:34])[CH:8]=1)(=O)=O.[F:37][C:38]1[CH:43]=[C:42](B(O)O)[CH:41]=[CH:40][N:39]=1.C(=O)([O-])[O-].[K+].[K+]>C1C=CC(P(C2C=CC=CC=2)[C-]2C=CC=C2)=CC=1.C1C=CC(P(C2C=CC=CC=2)[C-]2C=CC=C2)=CC=1.Cl[Pd]Cl.[Fe+2].C(Cl)Cl.O1CCOCC1>[F:34][C:9]1[C:10]2[O:11][C:12]3[C:17](=[CH:16][C:15]([C:27]4[C:28]([F:33])=[N:29][CH:30]=[CH:31][CH:32]=4)=[CH:14][CH:13]=3)[C:18]3([N:25]=[C:24]([NH2:26])[CH2:23][O:22][CH2:21]3)[C:19]=2[CH:20]=[C:7]([C:42]2[CH:41]=[CH:40][N:39]=[C:38]([F:37])[CH:43]=2)[CH:8]=1 |f:2.3.4,5.6.7.8.9|. Reported procedure: A 10 ml resealable tube was charged with 5-amino-5′-fluoro-2′-(2-fluoropyridin-3-yl)-2,6-dihydrospiro[[1,4]oxazine-3,9′-xanthene]-7′-yl trifluoromethanesulfonate (385 mg, 0.730 mmol), 2-fluoropyridin-4-ylboronic acid (165 mg, 1.168 mmol), PdCl2(dppf)-DCM adduct (59.6 mg, 0.073 mmol), dioxane (3650 pt) and potassium carbonate (1M solution) (2190 μL, 2.190 mmol). The mixture was flushed with argon, sealed and heated at 85° C. for 1 hr. The mixture was diluted with EtOAc, organic layer was filtered...